This data is from the Open Reaction Database (ORD), a public repository of structured organic reaction records. The task is: describe an organic reaction: reactants, conditions, products, and yield Starting materials: ClC1=C(C(=CC(=C1)Cl)OC)C=1OCC(N1)(C)C (2-(2,4-dichloro-6-methoxyphenyl)-4,4-dimethyl-2-oxazoline), COC1=C(C=CC=C1)[Mg]Br (2-methoxyphenylmagnesium bromide), FC1=CC=C(C=C1)[Mg]Br (4-fluorophenylmagnesium bromide), COC1=C(C=CC=C1)C=1OCC(N1)(C)C (2-(2-methoxyphenyl)-4,4-dimethyl-2-oxazoline). Yields the product ClC=1C(=C(C=C(C1)Cl)C1=CC=C(C=C1)F)C=1OCC(N1)(C)C (2-(3,5-Dichloro-4'-fluoro-2-[1,1'-biphenyl]yl)-4,4-dimethyl-2-oxazoline). RXN SMILES: [Cl:1][C:2]1[CH:7]=[C:6]([Cl:8])[CH:5]=[C:4](OC)[C:3]=1[C:11]1[O:12][CH2:13][C:14]([CH3:17])([CH3:16])[N:15]=1.[F:18][C:19]1[CH:24]=[CH:23][C:22]([Mg]Br)=[CH:21][CH:20]=1.COC1C=CC=CC=1C1OCC(C)(C)N=1.COC1C=CC=CC=1[Mg]Br>>[Cl:1][C:2]1[C:3]([C:11]2[O:12][CH2:13][C:14]([CH3:17])([CH3:16])[N:15]=2)=[C:4]([C:22]2[CH:23]=[CH:24][C:19]([F:18])=[CH:20][CH:21]=2)[CH:5]=[C:6]([Cl:8])[CH:7]=1. Procedure details: By substituting equimolar amounts of 2-(2,4-dichloro-6-methoxyphenyl)-4,4-dimethyl-2-oxazoline and 4-fluorophenylmagnesium bromide for 2-(2-methoxyphenyl)-4,4-dimethyl-2-oxazoline and 2-methoxyphenylmagnesium bromide, the title compound was prepared following the procedure of Example 17, Step A, (85%), mp 93°-95° C. Starting materials: C1CCOC1, CO, COC(=O)C(c1nnc2cc(C)ccc2n1)c1cc(C2OC(COCc3ccccc3)C(OCc3ccccc3)C(OCc3ccccc3)C2OCc2ccccc2)ccc1Cl, ClCCl, [Na+], [OH-], O. Yields the product Cc1ccc2nc(Cc3cc(C4OC(COCc5ccccc5)C(OCc5ccccc5)C(OCc5ccccc5)C4OCc4ccccc4)ccc3Cl)nnc2c1. As a reaction SMILES: [CH2:65]1[O:66][CH2:67][CH2:68][CH2:69]1.[CH3:70][OH:71].[Cl:3][c:4]1[c:5]([CH:49]([C:50]([O:51][CH3:52])=[O:53])[c:54]2[n:55][n:56][c:57]3[c:58]([n:59]2)[cH:60][cH:61][c:62]([CH3:64])[cH:63]3)[cH:6][c:7]([CH:10]2[O:11][CH:12]([CH2:40][O:41][CH2:42][c:43]3[cH:44][cH:45][cH:46][cH:47][cH:48]3)[CH:13]([O:32][CH2:33][c:34]3[cH:35][cH:36][cH:37][cH:38][cH:39]3)[CH:14]([O:24][CH2:25][c:26]3[cH:27][cH:28][cH:29][cH:30][cH:31]3)[CH:15]2[O:16][CH2:17][c:18]2[cH:19][cH:20][cH:21][cH:22][cH:23]2)[cH:8][cH:9]1.[Cl:72][CH2:73][Cl:74].[Na+:2].[OH-:1].[OH2:75]>>[Cl:3][c:4]1[c:5]([CH2:49][c:54]2[n:55][n:56][c:57]3[c:58]([n:59]2)[cH:60][cH:61][c:62]([CH3:64])[cH:63]3)[cH:6][c:7]([CH:10]2[O:11][CH:12]([CH2:40][O:41][CH2:42][c:43]3[cH:44][cH:45][cH:46][cH:47][cH:48]3)[CH:13]([O:32][CH2:33][c:34]3[cH:35][cH:36][cH:37][cH:38][cH:39]3)[CH:14]([O:24][CH2:25][c:26]3[cH:27][cH:28][cH:29][cH:30][cH:31]3)[CH:15]2[O:16][CH2:17][c:18]2[cH:19][cH:20][cH:21][cH:22][cH:23]2)[cH:8][cH:9]1.